From a dataset of the Open Reaction Database (ORD), a public repository of structured organic reaction records. describe an organic reaction: reactants, conditions, products, and yield The reactants are FC(C1=C(C(=NO1)C1=CC=C(S1)C(=O)Cl)C)(F)F (5-(5-Trifluoromethyl-4-methyl-isoxazol-3-yl)-thiophene-2-carbonyl chloride), Cl.N1C[C@H](CCC1)CO ((S)-1-piperidin-3-yl-methanol, hydrochloride), solid. The product is OC[C@H]1CN(CCC1)C(=O)C=1SC(=CC1)C1=NOC(=C1C)C(F)(F)F (((R)-3-Hydroxymethyl-piperidin-1-yl)-[5-(4-methyl-5-trifluoromethyl-isoxazol-3-yl)-thiophen-2-yl]-methanone). RXN SMILES: [F:1][C:2]([F:18])([F:17])[C:3]1[O:7][N:6]=[C:5]([C:8]2[S:12][C:11]([C:13](Cl)=[O:14])=[CH:10][CH:9]=2)[C:4]=1[CH3:16].Cl.[NH:20]1[CH2:25][CH2:24][CH2:23][C@H:22]([CH2:26][OH:27])[CH2:21]1>>[OH:27][CH2:26][C@@H:22]1[CH2:23][CH2:24][CH2:25][N:20]([C:13]([C:11]2[S:12][C:8]([C:5]3[C:4]([CH3:16])=[C:3]([C:2]([F:18])([F:17])[F:1])[O:7][N:6]=3)=[CH:9][CH:10]=2)=[O:14])[CH2:21]1 |f:1.2|. Procedure: Prepared from 5-(5-Trifluoromethyl-4-methyl-isoxazol-3-yl)-thiophene-2-carbonyl chloride (74 mg, 0.25 mmol, as prepared in Example 2 Method B) and (S)-1-piperidin-3-yl-methanol, hydrochloride (76 mg, 0.5 mmol) in the same manner as the S isomer (Example 69). Gummy solid (56 mg, 60%). LC/MS 5.86 min, [M+1]+ 375. Reactants: BrCc1ccccc1, O=C([O-])[O-], CN(C)C=O, [K+], [K+], O, OCCNCCO. Yields the product OCCN(CCO)Cc1ccccc1. Reaction SMILES: [Br:8][CH2:9][c:10]1[cH:11][cH:12][cH:13][cH:14][cH:15]1.[C:16](=[O:17])([O-:18])[O-:19].[CH3:23][N:24]([CH3:25])[CH:26]=[O:27].[K+:20].[K+:21].[OH2:22].[OH:1][CH2:2][CH2:3][NH:4][CH2:5][CH2:6][OH:7]>>[OH:1][CH2:2][CH2:3][N:4]([CH2:5][CH2:6][OH:7])[CH2:9][c:10]1[cH:11][cH:12][cH:13][cH:14][cH:15]1.